This data is from the Open Reaction Database (ORD), a public repository of structured organic reaction records. The task is: describe an organic reaction: reactants, conditions, products, and yield Starting materials: C(C)(C)(C)OC(C(CC1=CC=C(C=C1)OCC1=CC=CC=C1)NC(C(CC(C)C)N)=O)=O (2-(2-amino-4-methyl-pentanoylamino)-3-(4-benzyloxy-phenyl)-propionic acid tert-butyl ester), N1(CCOCC1)S(=O)(=O)Cl (morpholine-4-sulphonyl chloride), C(C)(C)N(C(C)C)CC (N,N-diisopropylethyl-amine). The reagents and catalysts are CN(C)C=1C=CN=CC1 (DMAP). Solvent: C1=CC=CC=C1 (benzene). Product: C(C)(C)(C)OC(C(CC1=CC=C(C=C1)OCC1=CC=CC=C1)NC(C(CC(C)C)NS(=O)(=O)N1CCOCC1)=O)=O (3-(4-Benzyloxy-phenyl)-2-[4-methyl-2-(morpholine-4-sulfonylamino)-pentanoylamino]-propionic acid tert-butyl ester). Isolated yield 65.0%. As a reaction SMILES: [C:1]([O:5][C:6](=[O:32])[CH:7]([NH:23][C:24](=[O:31])[CH:25]([NH2:30])[CH2:26][CH:27]([CH3:29])[CH3:28])[CH2:8][C:9]1[CH:14]=[CH:13][C:12]([O:15][CH2:16][C:17]2[CH:22]=[CH:21][CH:20]=[CH:19][CH:18]=2)=[CH:11][CH:10]=1)([CH3:4])([CH3:3])[CH3:2].[N:33]1([S:39](Cl)(=[O:41])=[O:40])[CH2:38][CH2:37][O:36][CH2:35][CH2:34]1.C(N(CC)C(C)C)(C)C>CN(C1C=CN=CC=1)C.C1C=CC=CC=1>[C:1]([O:5][C:6](=[O:32])[CH:7]([NH:23][C:24](=[O:31])[CH:25]([NH:30][S:39]([N:33]1[CH2:38][CH2:37][O:36][CH2:35][CH2:34]1)(=[O:41])=[O:40])[CH2:26][CH:27]([CH3:28])[CH3:29])[CH2:8][C:9]1[CH:14]=[CH:13][C:12]([O:15][CH2:16][C:17]2[CH:22]=[CH:21][CH:20]=[CH:19][CH:18]=2)=[CH:11][CH:10]=1)([CH3:3])([CH3:2])[CH3:4]. Procedure: A solution of the product from Example AI ([S-(R*,R*)]-2-(2-amino-4-methyl-pentanoylamino)-3-(4-benzyloxy-phenyl)-propionic acid tert-butyl ester) (397 mg, 0.90 mmol), morpholine-4-sulphonyl chloride (334 mg, 1.8 mmol, prepared by the method of von Geldem, et al., J. Med. Chem., 1996;39:968-981), N,N-diisopropylethyl-amine (246 mg, 1.9 mmol), and DMAP (25 mg) in benzene (5 mL) was heated under reflux for 3 hours, then concentrated in vacuo and the residue dissolved in ethyl acetate, and washed w... Reactants: CP(OCC)=O (ethyl (methyl)phosphinate), C[Si](C)(C)N[Si](C)(C)C (1,1,3,3,3-hexamethyldisilazane), FC(C(=O)OCC)=CC (ethyl 2-fluorobut-2-enoate). Run in C(Cl)Cl (methylene chloride). Conditions: time 4 day. Product: C(C)OP(=O)(C)C(C(C(=O)OCC)F)C (ethyl 3-[ethoxy(methyl)phosphoryl]-2-fluorobutanoate). Isolated yield 40.2%. As a reaction SMILES: [CH3:1][PH:2](=[O:6])[O:3][CH2:4][CH3:5].C[Si](N[Si](C)(C)C)(C)C.[F:16][C:17](=[CH:23][CH3:24])[C:18]([O:20][CH2:21][CH3:22])=[O:19]>C(Cl)Cl>[CH2:4]([O:3][P:2]([CH:23]([CH3:24])[CH:17]([F:16])[C:18]([O:20][CH2:21][CH3:22])=[O:19])([CH3:1])=[O:6])[CH3:5]. Reported procedure: A mixture of ethyl (methyl)phosphinate (3.2 g, 30 mmol) and 1, 1,1,3,3,3-hexamethyldisilazane (4.8 g, 30 mmol) was heated to reflux for 2 h under an argon atmosphere. The mixture was cooled to room temperature and a diastereomeric mixture of ethyl 2-fluorobut-2-enoate (4.0 g, 30 mmol) was added. The reagents were heated to 70° C. for three days and then at room temperature for 4 days under an argon atmosphere. The mixture was diluted with methylene chloride (200 mL). The solution was washed with... The product is C(C)(C)(C)C=1OC2=C(N1)C=CC(=C2S(=O)(=O)N2CCN(CC2)CCOC)Cl (tert-Butyl-6-chloro-7-(4-(2-methoxyethyl)-piperazine-1-sulfonyl]-benzooxazole). RXN SMILES: [C:1]([C:5]1[O:6][C:7]2[C:13]([S:14](Cl)(=[O:16])=[O:15])=[C:12]([Cl:18])[CH:11]=[CH:10][C:8]=2[N:9]=1)([CH3:4])([CH3:3])[CH3:2].[CH3:19][O:20][CH2:21][CH2:22][N:23]1[CH2:28][CH2:27][NH:26][CH2:25][CH2:24]1>>[C:1]([C:5]1[O:6][C:7]2[C:13]([S:14]([N:26]3[CH2:27][CH2:28][N:23]([CH2:22][CH2:21][O:20][CH3:19])[CH2:24][CH2:25]3)(=[O:16])=[O:15])=[C:12]([Cl:18])[CH:11]=[CH:10][C:8]=2[N:9]=1)([CH3:4])([CH3:3])[CH3:2]. Starting materials: C(C)(C)(C)C=1OC2=C(N1)C=CC(=C2S(=O)(=O)Cl)Cl (2-tert-butyl-6-chloro-benzooxazole-7-sulfonyl chloride), COCCN1CCNCC1 (2-methoxy-ethyl-piperazine). Procedure details: Followed the general procedure described in Example 1c, 2-tert-butyl-6-chloro-benzooxazole-7-sulfonyl chloride coupled with 2-methoxy-ethyl-piperazine to give the desired product 2a, 1.11 g (82%). LC-MS (m/z) 416.2 (M+H). Solvent: CO (MeOH), CCOC(=O)C (EtOAc). Yields the product C1(=CC=CC=C1)C=1N=C(OC1C1=CC=CC=C1)[C@@H]1[C@@](CCCC1)(CC1=CC(=CC=C1)O[Si](C1=CC=CC=C1)(C1=CC=CC=C1)C(C)(C)C)O[Si](C)(C)C ((1R, 2S)-2-(4,5-diphenyloxazol-2-yl)-1-trimethylsilyoxy-1-[3-(tertbutyldiphenylsiloxy)benzyl]cyclohexane). The reagents and catalysts are [Pd] (Pd/C). Reaction conditions: time 8 hour. The reactants are C1(=CC=CC=C1)C=1N=C(OC1C1=CC=CC=C1)C=1[C@@](CCCC1)(CC1=CC(=CC=C1)O[Si](C1=CC=CC=C1)(C1=CC=CC=C1)C(C)(C)C)O[Si](C)(C)C ((R)-2-(4,5-diphenyloxazol-2-yl)-1-trimethylsilyloxy-1-[3-(tertbutyldiphenylsiloxy)benzyl]-2-cyclohexene). The yield is 87.3%. Reaction SMILES: [C:1]1([C:7]2[N:8]=[C:9]([C:18]3[C@:19]([O:49][Si:50]([CH3:53])([CH3:52])[CH3:51])([CH2:24][C:25]4[CH:30]=[CH:29][CH:28]=[C:27]([O:31][Si:32]([C:45]([CH3:48])([CH3:47])[CH3:46])([C:39]5[CH:44]=[CH:43][CH:42]=[CH:41][CH:40]=5)[C:33]5[CH:38]=[CH:37][CH:36]=[CH:35][CH:34]=5)[CH:26]=4)[CH2:20][CH2:21][CH2:22][CH:23]=3)[O:10][C:11]=2[C:12]2[CH:17]=[CH:16][CH:15]=[CH:14][CH:13]=2)[CH:6]=[CH:5][CH:4]=[CH:3][CH:2]=1>CO.CCOC(C)=O.[Pd]>[C:1]1([C:7]2[N:8]=[C:9]([C@H:18]3[CH2:23][CH2:22][CH2:21][CH2:20][C@@:19]3([O:49][Si:50]([CH3:53])([CH3:52])[CH3:51])[CH2:24][C:25]3[CH:30]=[CH:29][CH:28]=[C:27]([O:31][Si:32]([C:45]([CH3:48])([CH3:46])[CH3:47])([C:33]4[CH:38]=[CH:37][CH:36]=[CH:35][CH:34]=4)[C:39]4[CH:40]=[CH:41][CH:42]=[CH:43][CH:44]=4)[CH:26]=3)[O:10][C:11]=2[C:12]2[CH:17]=[CH:16][CH:15]=[CH:14][CH:13]=2)[CH:2]=[CH:3][CH:4]=[CH:5][CH:6]=1. Reported procedure: A mixture of (R)-2-(4,5-diphenyloxazol-2-yl)-1-trimethylsilyloxy-1-[3-(tertbutyldiphenylsiloxy)benzyl]-2-cyclohexene (24 g) and 10% Pd/C (10 g) in a mixture of MeOH (200 ml) and EtOAc (500 ml) was stirred under H2 for 8 hours. The catalyst was filtered off and the filtrate was evaporated in vacuo. The residue was purified by chromatography on silica gel to give (1R, 2S)-2-(4,5-diphenyloxazol-2-yl)-1-trimethylsilyoxy-1-[3-(tertbutyldiphenylsiloxy)benzyl]cyclohexane (21 g). Starting materials: CC(C)(C)O, CCN(CC)C(=O)C=C(C)c1ccc(OCc2c(F)cccc2F)c(CC=O)c1, C1CCOC1, C=C(C)C, [O-][Cl+][O-], Cl, [Na+], O. The product is CCN(CC)C(=O)C=C(C)c1ccc(OCc2c(F)cccc2F)c(CC(=O)O)c1. As a reaction SMILES: [C:44]([OH:45])([CH3:46])([CH3:47])[CH3:48].[CH2:1]([CH3:2])[N:3]([C:4](=[O:5])[CH:6]=[C:7]([CH3:8])[c:9]1[cH:10][cH:11][c:12]([O:18][CH2:19][c:20]2[c:21]([F:27])[cH:22][cH:23][cH:24][c:25]2[F:26])[c:13]([CH2:15][CH:16]=[O:17])[cH:14]1)[CH2:28][CH3:29].[CH2:34]1[CH2:37][CH2:36][CH2:35][O:38]1.[CH3:30][C:31](=[CH2:32])[CH3:33].[Cl+:39]([O-:40])[O-:41].[ClH:43].[Na+:42].[OH2:49]>>[CH2:1]([CH3:2])[N:3]([C:4](=[O:5])[CH:6]=[C:7]([CH3:8])[c:9]1[cH:10][cH:11][c:12]([O:18][CH2:19][c:20]2[c:21]([F:27])[cH:22][cH:23][cH:24][c:25]2[F:26])[c:13]([CH2:15][C:16](=[O:17])[OH:38])[cH:14]1)[CH2:28][CH3:29].